Dataset: the Open Reaction Database (ORD), a public repository of structured organic reaction records. Task: describe an organic reaction: reactants, conditions, products, and yield The reactants are C(C1=CC=CC=C1)N(C(=O)C1OC1C1=CC(=C(C=C1)Cl)Cl)CCO ((2RS,3SR)—N-benzyl-3-(3,4-dichlorophenyl)-N-(2-hydroxyethyl)oxirane-2-carboxamide). The reagents and catalysts are FC(S(=O)(=O)[O-])(F)F.[Sc+3].FC(S(=O)(=O)[O-])(F)F.FC(S(=O)(=O)[O-])(F)F (scandium(III)trifluoromethanesulfonate). Run in C(C)#N (acetonitrile). Conditions: time 20 minute. Yields the product C(C1=CC=CC=C1)N1CCOC(C(C1=O)O)C1=CC(=C(C=C1)Cl)Cl ((6RS,7RS)-4-benzyl-7-(3,4-dichlorophenyl)-6-hydroxy-1,4-oxazepan-5-one). Isolated yield 73.5%. RXN SMILES: [CH2:1]([N:8]([CH2:22][CH2:23][OH:24])[C:9]([CH:11]1[CH:13]([C:14]2[CH:19]=[CH:18][C:17]([Cl:20])=[C:16]([Cl:21])[CH:15]=2)[O:12]1)=[O:10])[C:2]1[CH:7]=[CH:6][CH:5]=[CH:4][CH:3]=1>C(#N)C.FC(F)(F)S([O-])(=O)=O.[Sc+3].FC(F)(F)S([O-])(=O)=O.FC(F)(F)S([O-])(=O)=O>[CH2:1]([N:8]1[C:9](=[O:10])[CH:11]([OH:12])[CH:13]([C:14]2[CH:19]=[CH:18][C:17]([Cl:20])=[C:16]([Cl:21])[CH:15]=2)[O:24][CH2:23][CH2:22]1)[C:2]1[CH:7]=[CH:6][CH:5]=[CH:4][CH:3]=1 |f:2.3.4.5|. Reported procedure: To a solution of (2RS,3SR)—N-benzyl-3-(3,4-dichlorophenyl)-N-(2-hydroxyethyl)oxirane-2-carboxamide (42.2 g) in acetonitrile (350 ml) was added scandium(III)trifluoromethanesulfonate (5.67 g), and the mixture was stirred at room temperature for 20 min. The reaction mixture was concentrated under reduced pressure, and the residue was purified by silica gel chromatography (hexane/ethyl acetate) to give the title compound (31.0 g). The reactants are ClC1=CC=C(C=C1)C=1N(C(NN1)=O)C[C@@H](C(F)(F)F)O (5-(4-Chlorophenyl)-4-[(2S)-3,3,3-trifluoro-2-hydroxypropyl]-2,4-dihydro-3H-1,2,4-triazol-3-one), C([O-])([O-])=O.[Cs+].[Cs+] (cesium carbonate), BrCC1=CC(=NC=C1)C1=C(C(=CC=C1)Cl)Cl (4-(Bromomethyl)-2-(2,3-dichlorophenyl)pyridine). Solvent: C(C)#N (acetonitrile). Run at temperature 65 celsius, time 16 hour. Yields the product ClC1=CC=C(C=C1)C=1N(C(N(N1)CC1=CC(=NC=C1)C1=C(C(=CC=C1)Cl)Cl)=O)C[C@@H](C(F)(F)F)O (5-(4-Chlorophenyl)-2-{[2-(2,3-dichlorophenyl)pyridin-4-yl]methyl}-4-[(2S)-3,3,3-trifluoro-2-hydroxypropyl]-2,4-dihydro-3H-1,2,4-triazol-3-one). Reaction SMILES: Br[CH2:2][C:3]1[CH:8]=[CH:7][N:6]=[C:5]([C:9]2[CH:14]=[CH:13][CH:12]=[C:11]([Cl:15])[C:10]=2[Cl:16])[CH:4]=1.[Cl:17][C:18]1[CH:23]=[CH:22][C:21]([C:24]2[N:25]([CH2:30][C@H:31]([OH:36])[C:32]([F:35])([F:34])[F:33])[C:26](=[O:29])[NH:27][N:28]=2)=[CH:20][CH:19]=1.C(=O)([O-])[O-].[Cs+].[Cs+]>C(#N)C>[Cl:17][C:18]1[CH:23]=[CH:22][C:21]([C:24]2[N:25]([CH2:30][C@H:31]([OH:36])[C:32]([F:34])([F:35])[F:33])[C:26](=[O:29])[N:27]([CH2:2][C:3]3[CH:8]=[CH:7][N:6]=[C:5]([C:9]4[CH:14]=[CH:13][CH:12]=[C:11]([Cl:15])[C:10]=4[Cl:16])[CH:4]=3)[N:28]=2)=[CH:20][CH:19]=1 |f:2.3.4|. Procedure details: 81 mg (0.26 mmol) of the compound from Example 66A were dissolved in 3 ml of acetonitrile and 79 mg (0.26 mmol) of the compound from Example 5A and 125 mg (0.38 mmol) of cesium carbonate were added. The mixture was stirred at 65° C. for 2 h and at RT for a further 16 h. The solid was then filtered off and rinsed with a little acetonitrile. The filtrate was concentrated under reduced pressure and directly purified chromatographically [Method 19]. This gave 79 mg (56% of theory) of the target comp... The reactants are N1CC(CC(C1)C(=O)OC)C(=O)OC (dimethyl piperidine-3,5-dicarboxylate), C(=O)([O-])[O-].[K+].[K+] (K2CO3), C(C1=CC=CC=C1)Br (benzylbromide). The solvent is C(C)#N (acetonitrile). Run at temperature 23 celsius, time 4 hour. Product: C(C1=CC=CC=C1)N1CC(CC(C1)C(=O)OC)C(=O)OC (Dimethyl 1-benzylpiperidine-3,5-dicarboxylate). Reaction SMILES: [NH:1]1[CH2:6][CH:5]([C:7]([O:9][CH3:10])=[O:8])[CH2:4][CH:3]([C:11]([O:13][CH3:14])=[O:12])[CH2:2]1.C([O-])([O-])=O.[K+].[K+].[CH2:21](Br)[C:22]1[CH:27]=[CH:26][CH:25]=[CH:24][CH:23]=1>C(#N)C>[CH2:21]([N:1]1[CH2:2][CH:3]([C:11]([O:13][CH3:14])=[O:12])[CH2:4][CH:5]([C:7]([O:9][CH3:10])=[O:8])[CH2:6]1)[C:22]1[CH:27]=[CH:26][CH:25]=[CH:24][CH:23]=1 |f:1.2.3|. Procedure details: To dimethyl piperidine-3,5-dicarboxylate (7.5 g, 37.3 mmol) in acetonitrile (100 mL) was added K2CO3 (20.6 g, 149.1) and benzylbromide (4.43 mL, 37.3 mmol). The reaction mixture was stirred at 23° C. for 4 hours. The K2CO3 was removed by filtration and the solvent evaporated in vacuo. A solution of NaHCO3 (1M, 150 mL) was added and the organic material extracted with ethyl acetate (3×50 mL), then dried (MgSO4) and concentrated in vacuo. The crude material was purified on a Silica gel column (Bio... Starting materials: [BH3-]C#N, CC(C)=O, CC(=O)O, Nc1ccc(Cc2nc3c([nH]2)c(=O)n(Cc2ccccc2F)c(=O)n3CC2CC2)cc1, ClCCl, [Na+], C1CCOC1. The product is CC(C)Nc1ccc(Cc2nc3c([nH]2)c(=O)n(Cc2ccccc2F)c(=O)n3CC2CC2)cc1. Reaction SMILES: [C:36]([BH3-:37])#[N:38].[CH3:32][C:33]([CH3:34])=[O:35].[CH3:40][C:41](=[O:42])[OH:43].[CH:1]1([CH2:4][n:5]2[c:6](=[O:31])[n:7]([CH2:23][c:24]3[c:25]([F:30])[cH:26][cH:27][cH:28][cH:29]3)[c:8](=[O:22])[c:9]3[nH:10][c:11]([CH2:14][c:15]4[cH:16][cH:17][c:18]([NH2:21])[cH:19][cH:20]4)[n:12][c:13]23)[CH2:2][CH2:3]1.[Cl:49][CH2:50][Cl:51].[Na+:39].[O:44]1[CH2:45][CH2:46][CH2:47][CH2:48]1>>[CH:1]1([CH2:4][n:5]2[c:6](=[O:31])[n:7]([CH2:23][c:24]3[c:25]([F:30])[cH:26][cH:27][cH:28][cH:29]3)[c:8](=[O:22])[c:9]3[nH:10][c:11]([CH2:14][c:15]4[cH:16][cH:17][c:18]([NH:21][CH:33]([CH3:32])[CH3:34])[cH:19][cH:20]4)[n:12][c:13]23)[CH2:2][CH2:3]1. Starting materials: NC1=C(C(=O)C2=NC=CC=C2)C=C(C=C1)I (2-(2-amino-5-iodobenzoyl)pyridine), BrCC(=O)Br (bromoacetyl bromide). Run in C1=CC=CC=C1 (benzene). Run at time 30 minute. Yields the product BrCC(=O)NC1=C(C(=O)C2=NC=CC=C2)C=C(C=C1)I (2-[2-(bromoacetylamino)-5-iodobenzoyl]-pyridine). RXN SMILES: [NH2:1][C:2]1[CH:15]=[CH:14][C:13]([I:16])=[CH:12][C:3]=1[C:4]([C:6]1[CH:11]=[CH:10][CH:9]=[CH:8][N:7]=1)=[O:5].[Br:17][CH2:18][C:19](Br)=[O:20]>C1C=CC=CC=1>[Br:17][CH2:18][C:19]([NH:1][C:2]1[CH:15]=[CH:14][C:13]([I:16])=[CH:12][C:3]=1[C:4]([C:6]1[CH:11]=[CH:10][CH:9]=[CH:8][N:7]=1)=[O:5])=[O:20]. Procedure details: To a suspension of 18.7 g of 2-(2-amino-5-iodobenzoyl)pyridine (R. I. Fryer, P. Zhang & R. Rios, Synth.Commun. 1993, 23, 985-992) in 760 ml of benzene were added 10.2 ml of bromoacetyl bromide and the mixture was heated to reflux temperature for 20 h. After cooling the crystals are filtered off and these are then stirred for 30 min. in a mixture of 3 l of saturated aqueous sodium hydrogen (sic) carbonate solution and 1 l of dichloromethane. The aqueous phase was separated and extracted again wit... Reactants: C1(=CC=CC=C1)S(=O)(=O)N1C(=C(C2=CC=C(C=C12)OC)CC1=CC=CC(=N1)C(=O)OCC1=CC=CC=C1)C1=CC=CC=C1 (benzyl 6-(1-benzenesulfonyl-6-methoxy-2-phenyl-1H-indol-3-ylmethyl)pyridine-2-carboxylate). Reagents/catalysts: [Pd] (palladium on carbon). Solvent: C(C)(=O)OCC (ethyl acetate). Conditions: time 100 minute. Product: C1(=CC=CC=C1)S(=O)(=O)N1C(=C(C2=CC=C(C=C12)OC)CC1=CC=CC(=N1)C(=O)O)C1=CC=CC=C1 (6-(1-Benzenesulfonyl-6-methoxy-2-phenyl-1H-indol-3-ylmethyl)pyridine-2-carboxylic acid). Yield: 93.3%. As a reaction SMILES: [C:1]1([S:7]([N:10]2[C:18]3[C:13](=[CH:14][CH:15]=[C:16]([O:19][CH3:20])[CH:17]=3)[C:12]([CH2:21][C:22]3[N:27]=[C:26]([C:28]([O:30]CC4C=CC=CC=4)=[O:29])[CH:25]=[CH:24][CH:23]=3)=[C:11]2[C:38]2[CH:43]=[CH:42][CH:41]=[CH:40][CH:39]=2)(=[O:9])=[O:8])[CH:6]=[CH:5][CH:4]=[CH:3][CH:2]=1>C(OCC)(=O)C.[Pd]>[C:1]1([S:7]([N:10]2[C:18]3[C:13](=[CH:14][CH:15]=[C:16]([O:19][CH3:20])[CH:17]=3)[C:12]([CH2:21][C:22]3[N:27]=[C:26]([C:28]([OH:30])=[O:29])[CH:25]=[CH:24][CH:23]=3)=[C:11]2[C:38]2[CH:43]=[CH:42][CH:41]=[CH:40][CH:39]=2)(=[O:9])=[O:8])[CH:2]=[CH:3][CH:4]=[CH:5][CH:6]=1. Procedure details: To a solution of benzyl 6-(1-benzenesulfonyl-6-methoxy-2-phenyl-1H-indol-3-ylmethyl)pyridine-2-carboxylate (1.10 g) in ethyl acetate (9.3 mL) was added 10% palladium on carbon (56.5% water included, 253 mg), and this mixture was stirred at room temperature for 100 minutes under a hydrogen atmosphere. The reaction mixture was filtrated through a Celite (registered trademark) pad. The filtrate was concentrated under reduced pressure to obtain the title compound (869 mg). 1H-NMR (DMSO-d6) δ ppm: 3.... Reactants: C1(=CC=C(C=C1)S(=O)(=O)O)C (p-toluenesulfonic acid), CC1=CCC(CC1=O)C(=C)C (carvone). The solvent is ClC1=CC=CC=C1.O1CCOCC1 (chlorobenzene 1,4-dioxane). Conditions: temperature 180 celsius. Product: C1=C(O)C(C)=CC=C1C(C)C (carvacrol). The yield is 85.0%. RXN SMILES: C1(C)C=CC(S(O)(=O)=O)=CC=1.[CH3:12][C:13]1[C:18](=[O:19])[CH2:17][CH:16]([C:20]([CH3:22])=[CH2:21])[CH2:15][CH:14]=1>ClC1C=CC=CC=1.O1CCOCC1>[CH:17]1[C:16]([CH:20]([CH3:22])[CH3:21])=[CH:15][CH:14]=[C:13]([CH3:12])[C:18]=1[OH:19] |f:2.3|. Procedure: A mixture of p-toluenesulfonic acid (1.4 g) and carvone (11.3 g) in chlorobenzene/1,4-dioxane (4:1 by volume; 75 mL) was heated at 180° C. for 35 min, then rapidly cooled using the cold-finger, and extracted with 10% NaOH solution (3×100 mL). The combined aqueous extract was washed with CH2Cl2 (2×100 mL), neutralized by dropwise addition of conc H2SO4, and extracted with CH2Cl2 (3×100 mL). The organic extract was washed with sat NaHCO3 (100 mL), dried with MgSO4, and concentrated in vacuo to giv... Reactants: C(C)C1=CC(=C(N)C=C1C)[N+](=O)[O-] (4-ethyl-5-methyl-2-nitro-aniline), [Sn](Cl)(Cl)(Cl)Cl (tin chloride), C([O-])(O)=O.[Na+] (sodium bicarbonate). Solvent: CO (methanol). The product is C(C)C1=CC(=C(C=C1C)N)N (4-ethyl-5-methyl-phenylene diamine). The yield is 92.7%. Reaction SMILES: [CH2:1]([C:3]1[C:9]([CH3:10])=[CH:8][C:6]([NH2:7])=[C:5]([N+:11]([O-])=O)[CH:4]=1)[CH3:2].[Sn](Cl)(Cl)(Cl)Cl.C(=O)(O)[O-].[Na+]>CO>[CH2:1]([C:3]1[C:9]([CH3:10])=[CH:8][C:6]([NH2:7])=[C:5]([NH2:11])[CH:4]=1)[CH3:2] |f:2.3|. Reported procedure: A stirred solution of 4-ethyl-5-methyl-2-nitro-aniline [484 mg, Reference Example 31(b)] in methanol (20 ml) was treated with tin chloride (5.09 g), then heated at reflux for 16 hours and then cooled to ambient temperature. The pH of the reaction mixture was adjusted to pH 8 by addition of aqueous sodium bicarbonate and then this mixture was extracted with ethyl acetate. The organic extracts were dried over magnesium sulfate and then evaporated to give 4-ethyl-5-methyl-phenylene diamine (374 mg)... Reactants: CO, CCOCC, [K+], [OH-], OCCO, CCCC1=C(O)C(=O)N(c2ccc3nc[nH]c3c2)C1c1cccc(F)c1F. Product: CCCC1=C(OC)C(=O)N(c2ccc3nc[nH]c3c2)C1c1cccc(F)c1F. As a reaction SMILES: [CH3:39][OH:40].[CH3:7][CH2:8][O:9][CH2:10][CH3:11].[K+:2].[OH-:1].[OH:3][CH2:4][CH2:5][OH:6].[nH:12]1[cH:13][n:14][c:15]2[c:16]1[cH:17][c:18]([N:21]1[C:22](=[O:38])[C:23]([OH:37])=[C:24]([CH2:34][CH2:35][CH3:36])[CH:25]1[c:26]1[c:27]([F:33])[c:28]([F:32])[cH:29][cH:30][cH:31]1)[cH:19][cH:20]2>>[CH3:4][O:37][C:23]1=[C:24]([CH2:34][CH2:35][CH3:36])[CH:25]([c:26]2[c:27]([F:33])[c:28]([F:32])[cH:29][cH:30][cH:31]2)[N:21]([c:18]2[cH:17][c:16]3[nH:12][cH:13][n:14][c:15]3[cH:20][cH:19]2)[C:22]1=[O:38]. The reactants are C(C)OC(CCNC(C1=CC=C(C=C1)C(C1=CC=C(C=C1)C1=CCCCC1)NC(=O)NC1=CC(=CC(=C1)Cl)Cl)=O)=O (3-{4-[1-(4-cyclohex-1-enylphenyl)-3-(3,5-dichlorophenyl)ureidomethyl]benzoylamino}-propionic acid ethyl ester), [Li+].[OH-] (LiOH). Run in C1CCOC1 (THF), CO (MeOH). Reaction conditions: time 30 minute. Product: C1(=CCCCC1)C1=CC=C(C=C1)C(C1=CC=C(C(=O)NCCC(=O)O)C=C1)NC(=O)NC1=CC(=CC(=C1)Cl)Cl (3-{4-[1-(4-Cyclohex-1-enylphenyl)-3-(3,5-dichlorophenyl)ureidomethyl]benzoylamino}-propionic Acid). As a reaction SMILES: C([O:3][C:4](=[O:41])[CH2:5][CH2:6][NH:7][C:8](=[O:40])[C:9]1[CH:14]=[CH:13][C:12]([CH:15]([NH:28][C:29]([NH:31][C:32]2[CH:37]=[C:36]([Cl:38])[CH:35]=[C:34]([Cl:39])[CH:33]=2)=[O:30])[C:16]2[CH:21]=[CH:20][C:19]([C:22]3[CH2:27][CH2:26][CH2:25][CH2:24][CH:23]=3)=[CH:18][CH:17]=2)=[CH:11][CH:10]=1)C.[Li+].[OH-]>C1COCC1.CO>[C:22]1([C:19]2[CH:18]=[CH:17][C:16]([CH:15]([NH:28][C:29]([NH:31][C:32]3[CH:33]=[C:34]([Cl:39])[CH:35]=[C:36]([Cl:38])[CH:37]=3)=[O:30])[C:12]3[CH:13]=[CH:14][C:9]([C:8]([NH:7][CH2:6][CH2:5][C:4]([OH:41])=[O:3])=[O:40])=[CH:10][CH:11]=3)=[CH:21][CH:20]=2)[CH2:27][CH2:26][CH2:25][CH2:24][CH:23]=1 |f:1.2|. Reported procedure: The propionic acid ethyl ester prepared in step D was dissolved in THF (6 mL) and MeOH (3 mL). A solution of 2 M LiOH (3 mL) was then added and the reaction was stirred at room temperature for 30 minutes. The solvents were evaporated under reduced pressure. The residue was taken up in ethyl acetate and washed with 1N HCl (2×), brine (2×), dried over MgSO4, filtered, and concentrated to a syrup. Addition of hexane followed by trituration precipitated the title compound (270 mg, 0.48 mmol) as a cr...